Dataset: the Open Reaction Database (ORD), a public repository of structured organic reaction records. Task: describe an organic reaction: reactants, conditions, products, and yield The reactants are Cc1ccccc1, C=CCN(CC=C)S(=O)(=O)c1ccc(C)cc1. Product: Cc1ccc(S(=O)(=O)N2C=CCC2)cc1. RXN SMILES: [CH3:18][c:19]1[cH:20][cH:21][cH:22][cH:23][cH:24]1.[CH3:1][c:2]1[cH:3][cH:4][c:5]([S:8](=[O:9])(=[O:10])[N:11]([CH2:12][CH:13]=[CH2:14])[CH2:15][CH:16]=[CH2:17])[cH:6][cH:7]1>>[CH3:1][c:2]1[cH:3][cH:4][c:5]([S:8](=[O:9])(=[O:10])[N:11]2[CH:12]=[CH:17][CH2:16][CH2:15]2)[cH:6][cH:7]1. Starting materials: COC=1C=C2C=CN=C(C2=CC1)OC1CN2C(N(CCCCC=CC3CC3(NC(C2C1)=O)C(=O)O)C)=O (17-(6-methoxyisoquinolin-1-yloxy)-13-methyl-2,14-dioxo-3,13,15-triaza-tricyclo[13.3.0.04,6]octadec-7-ene-4-carboxylic acid), ClC=1N=C(C2=CC=C(C=C2C1)OC)OC1CN2C(N(CCCCC=CC3CC3(NC(C2C1)=O)C(=O)NS(=O)(=O)C1CC1)C)=O (N-[17-(3-chloro-6-methoxyisoquinolin-1-yloxy)-13-methyl-2,14-dioxo-3,13,15-triaza-tricyclo[13.3.0.04,6]octadec-7-ene-4-carbonyl](cyclopropyl) sulfonamide). Product: C1(=CC=CC=C1)C=1N=C(C2=CC=C(C=C2C1)OC)OC1CN2C(N(CCCCC=CC3CC3(NC(C2C1)=O)C(=O)NS(=O)(=O)C1CC1)C)=O (N-[17-(3-phenyl-6-methoxyisoquinolin-1-yloxy)-13-methyl-2,14-dioxo-3,13,15-triaza-tricyclo[13.3.0.04,6]octadec-7-ene-4-carbonyl](cyclopropyl) sulfonamide). As a reaction SMILES: CO[C:3]1[CH:4]=[C:5]2[C:10](=[CH:11][CH:12]=1)C(OC1CC3N(C(=O)N(C)CCCCC=CC4C(C(O)=O)(NC3=O)C4)C1)=NC=C2.Cl[C:39]1[N:40]=[C:41]([O:51][CH:52]2[CH2:69][CH:68]3[N:54]([C:55](=[O:81])[N:56]([CH3:80])[CH2:57][CH2:58][CH2:59][CH2:60][CH:61]=[CH:62][CH:63]4[C:65]([C:71]([NH:73][S:74]([CH:77]5[CH2:79][CH2:78]5)(=[O:76])=[O:75])=[O:72])([NH:66][C:67]3=[O:70])[CH2:64]4)[CH2:53]2)[C:42]2[C:47]([CH:48]=1)=[CH:46][C:45]([O:49][CH3:50])=[CH:44][CH:43]=2>>[C:3]1([C:39]2[N:40]=[C:41]([O:51][CH:52]3[CH2:69][CH:68]4[N:54]([C:55](=[O:81])[N:56]([CH3:80])[CH2:57][CH2:58][CH2:59][CH2:60][CH:61]=[CH:62][CH:63]5[C:65]([C:71]([NH:73][S:74]([CH:77]6[CH2:79][CH2:78]6)(=[O:75])=[O:76])=[O:72])([NH:66][C:67]4=[O:70])[CH2:64]5)[CH2:53]3)[C:42]3[C:47]([CH:48]=2)=[CH:46][C:45]([O:49][CH3:50])=[CH:44][CH:43]=3)[CH:4]=[CH:5][CH:10]=[CH:11][CH:12]=1. Procedure details: The title product 56 was prepared from 17-(6-methoxyisoquinolin-1-yloxy)-13-methyl-2,14-dioxo-3,13,15-triaza-tricyclo[13.3.0.04,6]octadec-7-ene-4-carboxylic acid (55) following the same procedures described for the preparation of N-[17-(3-chloro-6-methoxyisoquinolin-1-yloxy)-13-methyl-2,14-dioxo-3,13,15-triaza-tricyclo-[13.3.0.04,6]octadec-7-ene-4-carbonyl](cyclopropyl)sulfonamide (43, Example 11): m/z=688. Reactants: COC(=O)CCc1cccc(Cl)c1Cl, [Na+], [OH-]. Product: O=C(O)CCc1cccc(Cl)c1Cl. Reaction SMILES: [Cl:1][c:2]1[c:3]([CH2:9][CH2:10][C:11](=[O:12])[O:13][CH3:14])[cH:4][cH:5][cH:6][c:7]1[Cl:8].[Na+:16].[OH-:15]>>[Cl:1][c:2]1[c:3]([CH2:9][CH2:10][C:11](=[O:12])[OH:13])[cH:4][cH:5][cH:6][c:7]1[Cl:8]. Starting materials: CCO, CCOC(C)=O, O=[N+]([O-])c1ccc(OS(=O)(=O)C2CC2)cc1, P, S. The product is Nc1ccc(OS(=O)(=O)C2CC2)cc1. Reaction SMILES: [CH3:19][CH2:20][OH:21].[CH3:22][CH2:23][O:24][C:25]([CH3:26])=[O:27].[N+:1]([O-:2])(=[O:3])[c:4]1[cH:5][cH:6][c:7]([O:10][S:11](=[O:12])(=[O:13])[CH:14]2[CH2:15][CH2:16]2)[cH:8][cH:9]1.[P:17].[S:18]>>[NH2:1][c:4]1[cH:5][cH:6][c:7]([O:10][S:11](=[O:12])(=[O:13])[CH:14]2[CH2:15][CH2:16]2)[cH:8][cH:9]1. Reactants: C(C)=NO (acetaldehyde oxime), CC=1C=C(C=C(C1OCCCCCCCCCC#C)C)C1=NOC(=N1)C(F)(F)F (3-[3,5-dimethyl-4-(9-ethinylnonyloxy)phenyl]-5-trifluoromethyl-1,2,4-oxadiazole). Yields the product CC1=C(OCCCCCCCCCC2=CC(=NO2)C)C(=CC(=C1)C1=NOC(=N1)C(F)(F)F)C (5-{9-[2,6-dimethyl-4-(5-trifluoromethyl-1,2,4-oxadiazol-3-yl)phenoxy]nonyl}-3-methylisoxazole). As a reaction SMILES: [CH:1](=[N:3][OH:4])[CH3:2].[CH3:5][C:6]1[CH:7]=[C:8]([C:25]2[N:29]=[C:28]([C:30]([F:33])([F:32])[F:31])[O:27][N:26]=2)[CH:9]=[C:10]([CH3:24])[C:11]=1[O:12][CH2:13][CH2:14][CH2:15][CH2:16][CH2:17][CH2:18][CH2:19][CH2:20][CH2:21][C:22]#[CH:23]>>[CH3:24][C:10]1[CH:9]=[C:8]([C:25]2[N:29]=[C:28]([C:30]([F:31])([F:33])[F:32])[O:27][N:26]=2)[CH:7]=[C:6]([CH3:5])[C:11]=1[O:12][CH2:13][CH2:14][CH2:15][CH2:16][CH2:17][CH2:18][CH2:19][CH2:20][CH2:21][C:22]1[O:4][N:3]=[C:1]([CH3:2])[CH:23]=1. Procedure: Following Procedure 1 and using equivalent amounts of acetaldehyde oxime and 3-[3,5-dimethyl-4-(9-ethinylnonyloxy)phenyl]-5-trifluoromethyl-1,2,4-oxadiazole, there can be obtained 5-{9-[2,6-dimethyl-4-(5-trifluoromethyl-1,2,4-oxadiazol-3-yl)phenoxy]nonyl}-3-methylisoxazole [I; R1 =CH3, Y=(CH2)9, R2 and R3 =2,6-(CH3)2, R4 =CF3 ]. The reactants are CCN(C(C)C)C(C)C, O=C(OC(Cl)(Cl)Cl)OC(Cl)(Cl)Cl, ClCCl, Fc1ccc(-c2nc3occn3c2-c2ccnc(NC3CCCNC3)n2)cc1. Product: O=C(Cl)N1CCCC(Nc2nccc(-c3c(-c4ccc(F)cc4)nc4occn34)n2)C1. Reaction SMILES: [CH:29]([N:30]([CH2:31][CH3:32])[CH:33]([CH3:34])[CH3:35])([CH3:36])[CH3:37].[Cl:38][C:39]([Cl:40])([O:41][C:42](=[O:43])[O:44][C:45]([Cl:46])([Cl:47])[Cl:48])[Cl:49].[Cl:50][CH2:51][Cl:52].[F:1][c:2]1[cH:3][cH:4][c:5](-[c:8]2[n:9][c:10]3[o:11][cH:12][cH:13][n:14]3[c:15]2-[c:16]2[n:17][c:18]([NH:22][CH:23]3[CH2:24][NH:25][CH2:26][CH2:27][CH2:28]3)[n:19][cH:20][cH:21]2)[cH:6][cH:7]1>>[F:1][c:2]1[cH:3][cH:4][c:5](-[c:8]2[n:9][c:10]3[o:11][cH:12][cH:13][n:14]3[c:15]2-[c:16]2[n:17][c:18]([NH:22][CH:23]3[CH2:24][N:25]([C:39]([Cl:38])=[O:41])[CH2:26][CH2:27][CH2:28]3)[n:19][cH:20][cH:21]2)[cH:6][cH:7]1. Reactants: OC=1C=C(C[C@H](N)C(=O)O)C=CC1 (3-hydroxyphenylalanine), Cl (hydrochloric acid), C=O (formaldehyde). Product: Cl.OC=1C=C2CC(NCC2=CC1)C(=O)O (6-hydroxy-1,2,3,4-tetrahydro-3-isoquinolinecarboxylic acid hydrochloride). Reaction SMILES: [OH:1][C:2]1[CH:3]=[C:4]([CH:11]=[CH:12][CH:13]=1)[CH2:5][C@@H:6]([C:8]([OH:10])=[O:9])[NH2:7].[CH2:14]=O.[ClH:16]>>[ClH:16].[OH:1][C:2]1[CH:3]=[C:4]2[C:11](=[CH:12][CH:13]=1)[CH2:14][NH:7][CH:6]([C:8]([OH:10])=[O:9])[CH2:5]2 |f:3.4|. Reported procedure: To a mixture of 100.0 g of 3-hydroxyphenylalanine in 820 ml of 5% hydrochloric acid were added 78 ml of formaldehyde (37% in water). The reaction mixture was heated at 90°-95° C. (external bath temperature) for 45 minutes. The mixture was cooled and concentrated in vacuo. Five hundred milliliters of ethanol were added and the mixture was again concentrated in vacuo, affording 115 g of the title intermediate as a pale white solid, used without purification in the next step.